Dataset: the Open Reaction Database (ORD), a public repository of structured organic reaction records. Task: describe an organic reaction: reactants, conditions, products, and yield Reactants: C(C)OC(C1=CC(=C(C=C1)O)CC=C)=O (ethyl-3-allyl-4-hydroxybenzoate), [H][H] (hydrogen). The reagents and catalysts are [Pd] (palladium on carbon). Run in C(C)O (ethanol). Yields the product C(C)OC(C1=CC(=C(C=C1)O)CCC)=O (ethyl-3-propyl-4-hydroxybenzoate). The yield is 115.4%. As a reaction SMILES: [CH2:1]([O:3][C:4](=[O:15])[C:5]1[CH:10]=[CH:9][C:8]([OH:11])=[C:7]([CH2:12][CH:13]=[CH2:14])[CH:6]=1)[CH3:2].[H][H]>[Pd].C(O)C>[CH2:1]([O:3][C:4](=[O:15])[C:5]1[CH:10]=[CH:9][C:8]([OH:11])=[C:7]([CH2:12][CH2:13][CH3:14])[CH:6]=1)[CH3:2]. Reported procedure: A mixture of ethyl-3-allyl-4-hydroxybenzoate (4.12 g), palladium on carbon (10% w/w) and ethanol (100 ml) was stirred under an atmosphere of hydrogen until 500 ml of hydrogen had been consumed. The mixture was filtered and the filtrate was evaporated. The residue was purified by flash chromatography on silica gel using 4:1 (v/v) n-pentane/ethyl acetate as eluent to give ethyl-3-propyl-4-hydroxybenzoate (4.8 g) as a solid, m.p. 78°-79° C.; microanalysis, found: C, 69.2; H, 8.1%; C12H16O3 requires...